From a dataset of the Open Reaction Database (ORD), a public repository of structured organic reaction records. describe an organic reaction: reactants, conditions, products, and yield The reactants are CC(=O)[O-], CC(=O)C(C)(C)C, Cl, NNC(N)=O, [Na+], O. Yields the product CC(=NNC(N)=O)C(C)(C)C. As a reaction SMILES: [CH3:15][C:16](=[O:17])[O-:18].[CH3:1][C:2]([C:3]([CH3:4])([CH3:5])[CH3:6])=[O:7].[ClH:8].[NH2:9][NH:10][C:11](=[O:12])[NH2:13].[Na+:14].[OH2:19]>>[CH3:1][C:2]([C:3]([CH3:4])([CH3:5])[CH3:6])=[N:9][NH:10][C:11](=[O:12])[NH2:13]. Reactants: CN(C=1NC=C(N1)C1=CNC2=CC=CC=C12)C (2-dimethylamino-4-(3-indolyl)imidazole), imine, imine, imine. The solvent is CO.N (MeOH NH3). Product: desmethylamino, NC=1NC=C(N1)C1=CNC2=CC=CC=C12 (2-amino-4-(3-indolyl)imidazole). As a reaction SMILES: C[N:2](C)[C:3]1[NH:4][CH:5]=[C:6]([C:8]2[C:16]3[C:11](=[CH:12][CH:13]=[CH:14][CH:15]=3)[NH:10][CH:9]=2)[N:7]=1>CO.N>[NH2:2][C:3]1[NH:4][CH:5]=[C:6]([C:8]2[C:16]3[C:11](=[CH:12][CH:13]=[CH:14][CH:15]=3)[NH:10][CH:9]=2)[N:7]=1 |f:1.2|. Procedure: Referring to FIG. 6, similarly, treatment of 2-amino-4-(3-indolyl)imidazole 6 under analogous MeOH—NH3 conditions in air produced fused pentacyclic dimer 9 as a dark-violet to black solid. Upon further standing in MeOH—NH3, dimer 9 underwent aminolysis to afford imine 10. Hydrolysis of the imine functionality of imine 10 gave N,N-didesmethylgrossularine-1 2. Alternatively, N,N-didesmethylgrossularine-1 2 can be obtained directly from the hydrolysis of dimer 9. All spectral data of synthetic N,N-... Starting materials: C(=O)CNC1=CC=C(C=C1)C1=C(C=C(S1)C(=O)OCC)C1=CC=C(C=C1)S(=O)(=O)C (ethyl 5-[4-(N-formylmethylamino)phenyl]-4-[4-(methylsulfonyl)phenyl]thiophene-2-carboxylate), C[O-].[Na+] (sodium methoxide), C(=O)N (formamide), ice water. Reaction conditions: temperature 100 celsius, time 2.5 hour. Yields the product C(=O)CNC1=CC=C(C=C1)C1=C(C(=CS1)C(=O)N)C1=CC=C(C=C1)S(=O)(=O)C (5-[4-(N-formylmethylamino)phenyl]-4-[4-(methylsulfonyl)phenyl]thiophene-3-carboxamide). Reaction SMILES: [CH:1]([CH2:3][NH:4][C:5]1[CH:10]=[CH:9][C:8]([C:11]2[S:15][C:14](C(OCC)=O)=[CH:13][C:12]=2[C:21]2[CH:26]=[CH:25][C:24]([S:27]([CH3:30])(=[O:29])=[O:28])=[CH:23][CH:22]=2)=[CH:7][CH:6]=1)=[O:2].C[O-].[Na+].[CH:34]([NH2:36])=[O:35]>>[CH:1]([CH2:3][NH:4][C:5]1[CH:6]=[CH:7][C:8]([C:11]2[S:15][CH:14]=[C:13]([C:34]([NH2:36])=[O:35])[C:12]=2[C:21]2[CH:26]=[CH:25][C:24]([S:27]([CH3:30])(=[O:29])=[O:28])=[CH:23][CH:22]=2)=[CH:9][CH:10]=1)=[O:2] |f:1.2|. Procedure: A mixture of ethyl 5-[4-(N-formylmethylamino)phenyl]-4-[4-(methylsulfonyl)phenyl]thiophene-2-carboxylate (0.34 g) and sodium methoxide (0.13 g) in formamide (2 ml) was stirred at 100° C. for 2.5 hours. The mixture was poured into ice-water and the precipitates were collected to give 5-[4-(N-formylmethylamino)phenyl]-4-[4-(methylsulfonyl)phenyl]thiophene-3-carboxamide (0.3 g). Reactants: CO, CCCOc1nc(N)c2nc(Br)n(Cc3ccccc3)c2n1, [Na+], [OH-]. The product is CCCOc1nc(N)c2nc(OC)n(Cc3ccccc3)c2n1. RXN SMILES: [CH3:25][OH:26].[NH2:1][c:2]1[c:3]2[n:4][c:5]([Br:22])[n:6]([CH2:15][c:16]3[cH:17][cH:18][cH:19][cH:20][cH:21]3)[c:7]2[n:8][c:9]([O:11][CH2:12][CH2:13][CH3:14])[n:10]1.[Na+:24].[OH-:23]>>[NH2:1][c:2]1[c:3]2[n:4][c:5]([O:23][CH3:25])[n:6]([CH2:15][c:16]3[cH:17][cH:18][cH:19][cH:20][cH:21]3)[c:7]2[n:8][c:9]([O:11][CH2:12][CH2:13][CH3:14])[n:10]1. Reactants: COc1ccc(CC#N)cc1OC, CNCc1ccccc1. Yields the product CNCCc1ccc(OC)c(OC)c1. As a reaction SMILES: [CH2:1]([c:2]1[cH:3][c:4]([O:5][CH3:6])[c:7]([O:8][CH3:9])[cH:10][cH:11]1)[C:12]#[N:13].[CH3:14][NH:15][CH2:16][c:17]1[cH:18][cH:19][cH:20][cH:21][cH:22]1>>[CH2:1]([c:2]1[cH:3][c:4]([O:5][CH3:6])[c:7]([O:8][CH3:9])[cH:10][cH:11]1)[CH2:12][NH:13][CH3:14]. The reactants are OC=1C=C(C=CC1)CC(=O)OCC (Ethyl 2-(3-hydroxyphenyl)acetate), C([O-])([O-])=O.[K+].[K+] (potassium carbonate), CC1=C(CCl)C=CC(=C1)C (2,4-Dimethylbenzyl chloride). The solvent is C(C)(=O)OCC (ethyl acetate), CN(C)C=O (DMF). Reaction conditions: time 16 hour. The product is CC1=C(COC=2C=C(C=CC2)CC(=O)OCC)C=CC(=C1)C (Ethyl 2-(3-(2,4-dimethylbenzyloxy)phenyl)acetate). As a reaction SMILES: [OH:1][C:2]1[CH:3]=[C:4]([CH2:8][C:9]([O:11][CH2:12][CH3:13])=[O:10])[CH:5]=[CH:6][CH:7]=1.C(=O)([O-])[O-].[K+].[K+].[CH3:20][C:21]1[CH:28]=[C:27]([CH3:29])[CH:26]=[CH:25][C:22]=1[CH2:23]Cl>CN(C=O)C.C(OCC)(=O)C>[CH3:20][C:21]1[CH:28]=[C:27]([CH3:29])[CH:26]=[CH:25][C:22]=1[CH2:23][O:1][C:2]1[CH:3]=[C:4]([CH2:8][C:9]([O:11][CH2:12][CH3:13])=[O:10])[CH:5]=[CH:6][CH:7]=1 |f:1.2.3|. Procedure details: To a stirred solution of Ethyl 2-(3-hydroxyphenyl)acetate (3 g, 16.6 mmol) in DMF (20 ml) was added potassium carbonate (2.99 g, 21.6 mmol) at room temperature followed by drop wise addition of 2,4-Dimethylbenzyl chloride (3.11 g, 18.3 mmol). The reaction mixture was stirred for 16 hours and taken in ethyl acetate, washed with water (2×), brine, dried over Na2SO4, filtered, concentrated and purified by flash chromatography on a silica gel column (hex:ethyl acetate 4:1) to give the title compound... The reactants are O=C(C=Cc1ccc(C(F)(F)F)cc1Br)Nc1ccc2[nH]ccc2c1, O=C([O-])[O-], COc1ccc(B(O)O)cn1, Cc1ccccc1, CCO, [Na+], [Na+], O=C(C=Cc1ccccc1)C=Cc1ccccc1, O=C(C=Cc1ccccc1)C=Cc1ccccc1, O=C(C=Cc1ccccc1)C=Cc1ccccc1, [Pd], [Pd], c1ccc(P(c2ccccc2)c2ccccc2)cc1. The product is COc1ccc(-c2cc(C(F)(F)F)ccc2C=CC(=O)Nc2ccc3[nH]ccc3c2)cn1. RXN SMILES: [Br:1][c:2]1[c:3]([CH:12]=[CH:13][C:14](=[O:15])[NH:16][c:17]2[cH:18][c:19]3[cH:20][cH:21][nH:22][c:23]3[cH:24][cH:25]2)[cH:4][cH:5][c:6]([C:8]([F:9])([F:10])[F:11])[cH:7]1.[C:63](=[O:64])([O-:65])[O-:66].[CH3:26][O:27][c:28]1[n:29][cH:30][c:31]([B:34]([OH:35])[OH:36])[cH:32][cH:33]1.[CH3:56][c:57]1[cH:58][cH:59][cH:60][cH:61][cH:62]1.[CH3:69][CH2:70][OH:71].[Na+:67].[Na+:68].[O:110]=[C:111]([CH:112]=[CH:113][c:114]1[cH:115][cH:116][cH:117][cH:118][cH:119]1)[CH:120]=[CH:121][c:122]1[cH:123][cH:124][cH:125][cH:126][cH:127]1.[O:74]=[C:75]([CH:76]=[CH:77][c:78]1[cH:79][cH:80][cH:81][cH:82][cH:83]1)[CH:84]=[CH:85][c:86]1[cH:87][cH:88][cH:89][cH:90][cH:91]1.[O:92]=[C:93]([CH:94]=[CH:95][c:96]1[cH:97][cH:98][cH:99][cH:100][cH:101]1)[CH:102]=[CH:103][c:104]1[cH:105][cH:106][cH:107][cH:108][cH:109]1.[Pd:72].[Pd:73].[c:37]1([P:38]([c:39]2[cH:40][cH:41][cH:42][cH:43][cH:44]2)[c:45]2[cH:46][cH:47][cH:48][cH:49][cH:50]2)[cH:51][cH:52][cH:53][cH:54][cH:55]1>>[c:2]1(-[c:31]2[cH:30][n:29][c:28]([O:27][CH3:26])[cH:33][cH:32]2)[c:3]([CH:12]=[CH:13][C:14](=[O:15])[NH:16][c:17]2[cH:18][c:19]3[cH:20][cH:21][nH:22][c:23]3[cH:24][cH:25]2)[cH:4][cH:5][c:6]([C:8]([F:9])([F:10])[F:11])[cH:7]1. The reactants are CC(C(=O)OC)(CCC(=O)OC)C (Dimethyl 2,2-dimethylglutarate), C(=O)([O-])[O-].[K+].[K+] (K2CO3), CO (MeOH), C1CCOC1 (THF). The solvent is O (H2O). Product: C(=O)(O)CCC(C(=O)OC)(C)C (Methyl 4-carboxy-2,2-dimethylbutyrate). RXN SMILES: [CH3:1][C:2]([CH3:13])([CH2:7][CH2:8][C:9]([O:11]C)=[O:10])[C:3]([O:5][CH3:6])=[O:4].C([O-])([O-])=O.[K+].[K+].CO.C1COCC1>O>[C:9]([CH2:8][CH2:7][C:2]([CH3:13])([CH3:1])[C:3]([O:5][CH3:6])=[O:4])([OH:11])=[O:10] |f:1.2.3|. Reported procedure: The diester from Step 1 (13.0 g), K2CO3 (19.1 g), MeOH (120 mL), THF (80 mL) and H2O (80 mL) were stirred at room temperature for 2 days. The organic solvent was removed in vacuo, the residue poured onto H2O and extracted twice with EtOAc. The aqueous layer was acidified with 3N HCl and extracted with EtOAc (3×). This organic phase was then washed with brine, dried and evaporated to yield the title compound. RXN SMILES: [CH2:9]([CH2:10][CH2:11][CH2:12][CH3:13])[CH:14]1[CH2:15][CH2:16][CH:17]([c:20]2[cH:21][cH:22][c:23]([B:26]([OH:27])[OH:28])[cH:24][cH:25]2)[CH2:18][CH2:19]1.[Cl:1][c:2]1[n:3][c:4]([F:8])[cH:5][n:6][cH:7]1>>[c:2]1(-[c:23]2[cH:22][cH:21][c:20]([CH:17]3[CH2:16][CH2:15][CH:14]([CH2:9][CH2:10][CH2:11][CH2:12][CH3:13])[CH2:19][CH2:18]3)[cH:25][cH:24]2)[n:3][c:4]([F:8])[cH:5][n:6][cH:7]1. The product is CCCCCC1CCC(c2ccc(-c3cncc(F)n3)cc2)CC1. Starting materials: CCCCCC1CCC(c2ccc(B(O)O)cc2)CC1, Fc1cncc(Cl)n1.